Dataset: the Open Reaction Database (ORD), a public repository of structured organic reaction records. Task: describe an organic reaction: reactants, conditions, products, and yield Starting materials: COC=1C=C2C(=CC(NC2=CC1OC)=O)C(F)(F)F (6,7-dimethoxy-4-trifluoromethyl-2-(1H)-quinolone), S(O)(O)(=O)=O (sulphuric acid), ClCCl.CC(=O)C (dichloromethane acetone), semi-concentrated mixture, [N+](=O)(O)[O-] (nitric acid). Solvent: CS(=O)C (DMSO). Yields the product COC=1C=C2C(=C(C(NC2=CC1OC)=O)[N+](=O)[O-])C(F)(F)F (6,7-Dimethoxy-3-nitro-4-trifluoromethyl-2-(1H)-quinolone). Isolated yield 70.0%. RXN SMILES: [CH3:1][O:2][C:3]1[CH:4]=[C:5]2[C:10](=[CH:11][C:12]=1[O:13][CH3:14])[NH:9][C:8](=[O:15])[CH:7]=[C:6]2[C:16]([F:19])([F:18])[F:17].[N+:20]([O-])([OH:22])=[O:21].S(=O)(=O)(O)O.ClCCl.CC(C)=O>CS(C)=O>[CH3:1][O:2][C:3]1[CH:4]=[C:5]2[C:10](=[CH:11][C:12]=1[O:13][CH3:14])[NH:9][C:8](=[O:15])[C:7]([N+:20]([O-:22])=[O:21])=[C:6]2[C:16]([F:19])([F:18])[F:17] |f:3.4|. Procedure: 3.5 g of 6,7-dimethoxy-4-trifluoromethyl-2-(1H)-quinolone are nitrated with 50 ml of a semi-concentrated mixture of nitric acid and sulphuric acid under ice cooling. The mixture is heated to room temperature and poured on water. The precipitation formed is cleaned with Flash Chromatography (silica gel, dichloromethane:acetone 9:1). Yield 70%, melting point 270° C., UV λ max 391 nm (DMSO), IR (KBR) CO: 1670cm-1. The reactants are [H][H] (hydrogen), Cl (hydrochloric acid), Cl.C1(=CC=CC=C1)C=1N=C2N(C=CC(=C2)N)C1 (2-phenylimidazo[1,2-a]pyridin-7-amine hydrochloride), [H][H] (hydrogen). The reagents and catalysts are [Pt](=O)=O (platinum(IV) dioxide), [Pt](=O)=O (platinum(IV) dioxide). The solvent is CO (methanol). Product: Cl.C1(=CC=CC=C1)C=1N=C2N(CCC(C2)N)C1 (2-phenyl-5,6,7,8-tetrahydroimidazo[1,2-a]pyridin-7-amine hydrochloride). RXN SMILES: [ClH:1].Cl.[C:3]1([C:9]2[N:10]=[C:11]3[CH:16]=[C:15]([NH2:17])[CH:14]=[CH:13][N:12]3[CH:18]=2)[CH:8]=[CH:7][CH:6]=[CH:5][CH:4]=1.[H][H]>[Pt](=O)=O.CO>[ClH:1].[C:3]1([C:9]2[N:10]=[C:11]3[CH2:16][CH:15]([NH2:17])[CH2:14][CH2:13][N:12]3[CH:18]=2)[CH:4]=[CH:5][CH:6]=[CH:7][CH:8]=1 |f:1.2,6.7|. Procedure details: Concentrated hydrochloric acid (0.11 ml) and platinum(IV) dioxide (83 mg) were added to a methanol (183 ml) solution of 2-phenylimidazo[1,2-a]pyridin-7-amine hydrochloride (900 mg), and the obtained mixture was then stirred in a hydrogen atmosphere for 4 hours. Thereafter, platinum(IV) dioxide (83 mg) was added to the reaction solution, and the obtained mixture was further stirred in a hydrogen atmosphere for 14 hours 30 minutes. Thereafter, the reaction solution was filtered with Celite, and wa... Reactants: OC(CCc1cccnc1)COCc1ccccc1, CO, [Na+], O=C([O-])O, O=S(=O)(O)O. The product is OCC(O)CCc1cccnc1. Reaction SMILES: [CH2:1]([c:2]1[cH:3][cH:4][cH:5][cH:6][cH:7]1)[O:8][CH2:9][CH:10]([CH2:11][CH2:12][c:13]1[cH:14][n:15][cH:16][cH:17][cH:18]1)[OH:19].[CH3:30][OH:31].[Na+:25].[OH:26][C:27](=[O:28])[O-:29].[S:20](=[O:21])(=[O:22])([OH:23])[OH:24]>>[OH:8][CH2:9][CH:10]([CH2:11][CH2:12][c:13]1[cH:14][n:15][cH:16][cH:17][cH:18]1)[OH:19]. Starting materials: FC(C(=O)O)(F)F (trifluoroacetic acid), FC=1C=CC2=C(C(N3[C@H](C=4N2C=NC4C(=O)O)CC3)=O)C1 ((S)-7-fluoro-12,12a-dihydro-9-oxo-9H,11H-azeto[2,1-c]imidazo[1,5-a][1,4]-benzodiazepine-1-carboxylic acid), CN(C=O)C (N,N-dimethylformamide), phthaloylglycine amidoxime, C(=O)(N1C=NC=C1)N1C=NC=C1 (1,1'-carbonyldiimidazole). Conditions: time 10 minute. Yields the product FC=1C=CC2=C(C(N3[C@H](C=4N2C=NC4C4=NC(=NO4)CN4C(C=2C(C4=O)=CC=CC2)=O)CC3)=O)C1 ((S)-7-fluoro-12,12a-dihydro-1-(3-phthalimidomethyl-1,2,4-oxadiazol-5-yl)-9H,11H-azeto[2,1-c]imidazo[1,5-a][1,4]benzodiazepin-9-one). Yield: 51.0%. Reaction SMILES: [F:1][C:2]1[CH:3]=[CH:4][C:5]2[N:11]3[CH:12]=[N:13][C:14]([C:15](O)=[O:16])=[C:10]3[C@@H:9]3[CH2:18][CH2:19][N:8]3[C:7](=[O:20])[C:6]=2[CH:21]=1.C([N:29]1C=C[N:31]=[CH:30]1)(N1C=CN=C1)=O.F[C:35](F)(F)[C:36]([OH:38])=O.[CH3:41][N:42](C)[CH:43]=[O:44]>>[F:1][C:2]1[CH:3]=[CH:4][C:5]2[N:11]3[CH:12]=[N:13][C:14]([C:15]4[O:16][N:29]=[C:30]([CH2:41][N:42]5[C:36](=[O:38])[C:35]6=[CH:6][CH:21]=[CH:2][CH:3]=[C:4]6[C:43]5=[O:44])[N:31]=4)=[C:10]3[C@@H:9]3[CH2:18][CH2:19][N:8]3[C:7](=[O:20])[C:6]=2[CH:21]=1. Procedure details: 20 g (69.6 mmol) of (S)-7-fluoro-12,12a-dihydro-9-oxo-9H,11H-azeto[2,1-c]imidazo[1,5-a][1,4]-benzodiazepine-1-carboxylic acid were dissolved in 40 ml of N,N-dimethylformamide, treated portionwise with 13 g (80.2 mmol) of 1,1'-carbonyldiimidazole and stirred at 60° for 10 min. After adding 16.78 g (76.6 mmol) of phthaloylglycine amidoxime a mixture was stirred at 90° for 1 hour, 14 ml of trifluoroacetic acid were added and the mixture was stirred at 85° for a further 18 hours. The suspension obta... Reactants: C(C)(=O)N1[C@H](C[C@H](C2=CC(=CC=C12)C=1C=NN(C1)CCN1CCN(CC1)C(=O)OC(C)(C)C)NC(=O)OC(C)C)C (1,1-Dimethylethyl 4-(2-{4-[(cis)-1-acetyl-2-methyl-4-({[(1-methylethyl)oxy]carbonyl}amino)-1,2,3,4-tetrahydro-6-quinolinyl]-1H-pyrazol-1-yl}ethyl)-1-piperazinecarboxylate), ClCCl (dichloromethane), Intermediate 38, FC(C(=O)O)(F)F (trifluoroacetic acid). Product: Cl.CC(C)N(C(O)=O)[C@@H]1C[C@@H](N(C2=CC=C(C=C12)C=1C=NN(C1)CCN1CCNCC1)C(C)=O)C (1-methylethyl((cis)-1-acetyl-2-methyl-6-{1-[2-(1-piperazinyl)ethyl]-1H-pyrazol-4-yl}-1,2,3,4-tetrahydro-4-quinolinyl)carbamate hydrochloride). Reaction SMILES: [C:1]([N:4]1[C:13]2[C:8](=[CH:9][C:10]([C:14]3[CH:15]=[N:16][N:17]([CH2:19][CH2:20][N:21]4[CH2:26][CH2:25][N:24](C(OC(C)(C)C)=O)[CH2:23][CH2:22]4)[CH:18]=3)=[CH:11][CH:12]=2)[C@H:7]([NH:34][C:35]([O:37]C(C)C)=[O:36])[CH2:6][C@@H:5]1[CH3:41])(=[O:3])[CH3:2].F[C:43](F)(F)[C:44](O)=O.[Cl:49][CH2:50]Cl>>[ClH:49].[CH3:50][CH:43]([N:34]([C@H:7]1[C:8]2[C:13](=[CH:12][CH:11]=[C:10]([C:14]3[CH:15]=[N:16][N:17]([CH2:19][CH2:20][N:21]4[CH2:26][CH2:25][NH:24][CH2:23][CH2:22]4)[CH:18]=3)[CH:9]=2)[N:4]([C:1](=[O:3])[CH3:2])[C@@H:5]([CH3:41])[CH2:6]1)[C:35](=[O:36])[OH:37])[CH3:44] |f:3.4|. Reported procedure: 1,1-Dimethylethyl 4-(2-{4-[(cis)-1-acetyl-2-methyl-4-({[(1-methylethyl)oxy]carbonyl}amino)-1,2,3,4-tetrahydro-6-quinolinyl]-1H-pyrazol-1-yl}ethyl)-1-piperazinecarboxylate (for a preparation see Intermediate 38) (65 mg, 0.114 mmol) was dissolved in dichloromethane (DCM) (1 mL), mixed with trifluoroacetic acid (0.5 mL, 6.49 mmol) and stirred under nitrogen. The product was concentrated, dissolved in MeOH (1.5 mL), mixed with 1.25M HCl (157 μL) and blown down to dryness to give a white solid (41 mg... The reactants are O=C([O-])[O-], CCS, CN(C)C=O, C=CC(=O)C(C)(C)N1COC(C)=C(c2ccccc2)C1=O, [K+], [K+]. Yields the product CCSCCC(=O)C(C)(C)N1COC(C)=C(c2ccccc2)C1=O. RXN SMILES: [C:25](=[O:26])([O-:27])[O-:28].[CH2:1]([CH3:2])[SH:3].[CH3:31][N:32]([CH3:33])[CH:34]=[O:35].[CH3:4][C:5]1=[C:6]([c:19]2[cH:20][cH:21][cH:22][cH:23][cH:24]2)[C:7](=[O:18])[N:8]([C:11]([C:12]([CH:13]=[CH2:14])=[O:15])([CH3:16])[CH3:17])[CH2:9][O:10]1.[K+:29].[K+:30]>>[CH2:1]([CH3:2])[S:3][CH2:14][CH2:13][C:12]([C:11]([N:8]1[C:7](=[O:18])[C:6]([c:19]2[cH:20][cH:21][cH:22][cH:23][cH:24]2)=[C:5]([CH3:4])[O:10][CH2:9]1)([CH3:16])[CH3:17])=[O:15].